From a dataset of the Open Reaction Database (ORD), a public repository of structured organic reaction records. describe an organic reaction: reactants, conditions, products, and yield Starting materials: CC(=O)[O-], CC(=O)[O-], CC1(C)OB(c2cccc(NC=O)c2)OC1(C)C, CCOC(C)=O, [Cl-], COc1cc2nc(Cl)nc(Cl)c2cc1OC, [Na+], [Na+], [Na+], O=C([O-])[O-], C1CCOC1, [Pd+2]. The product is COc1cc2nc(Cl)nc(-c3cccc(NC=O)c3)c2cc1OC. Reaction SMILES: [C:43]([O-:44])(=[O:45])[CH3:46].[C:48]([O-:49])(=[O:50])[CH3:51].[CH3:17][C:18]1([CH3:19])[C:20]([CH3:21])([CH3:22])[O:23][B:24]([c:25]2[cH:26][c:27]([NH:31][CH:32]=[O:33])[cH:28][cH:29][cH:30]2)[O:34]1.[CH3:52][CH2:53][O:54][C:55](=[O:56])[CH3:57].[Cl-:42].[Cl:1][c:2]1[n:3][c:4]2[cH:5][c:6]([O:15][CH3:16])[c:7]([O:13][CH3:14])[cH:8][c:9]2[c:10]([Cl:12])[n:11]1.[Na+:35].[Na+:36].[Na+:41].[O-:37][C:38](=[O:39])[O-:40].[O:58]1[CH2:59][CH2:60][CH2:61][CH2:62]1.[Pd+2:47]>>[Cl:1][c:2]1[n:3][c:4]2[cH:5][c:6]([O:15][CH3:16])[c:7]([O:13][CH3:14])[cH:8][c:9]2[c:10](-[c:25]2[cH:26][c:27]([NH:31][CH:32]=[O:33])[cH:28][cH:29][cH:30]2)[n:11]1. Reaction SMILES: [CH3:1][O:2][C:3]([C:5]1[NH:6][CH:7]=[CH:8][CH:9]=1)=[O:4].C(=O)([O-])[O-].[Cs+].[Cs+].[CH2:16]([O:23][C:24]1[CH:29]=[CH:28][C:27]([C:30](=[O:33])[CH2:31]Br)=[CH:26][CH:25]=1)[C:17]1[CH:22]=[CH:21][CH:20]=[CH:19][CH:18]=1>CN(C=O)C>[CH3:1][O:2][C:3]([C:5]1[N:6]([CH2:31][C:30]([C:27]2[CH:28]=[CH:29][C:24]([O:23][CH2:16][C:17]3[CH:22]=[CH:21][CH:20]=[CH:19][CH:18]=3)=[CH:25][CH:26]=2)=[O:33])[CH:7]=[CH:8][CH:9]=1)=[O:4] |f:1.2.3|. Procedure: A suspension of 200 mg (1.60 mmol) 1H-pyrrole-2-carboxylic acid methyl ester and 1.56 g (4.79 mmol) cesium carbonate in 3 ml DMF is heated to 50° C. under stirring. Then a solution of 488 mg (1.60 mmol) 1-(4-benzyloxy-phenyl)-2-bromo-ethanone in 1 ml DMF is added within 3 minutes. The reaction mixture is stirred for 18 hours at 50° C. The reaction mixture is filtered with suction and the filtrate is evaporated. The residue is crystallized from diethyl ether to give 1-[2-(4-benzyloxy-phenyl)-2-ox... Starting materials: COC(=O)C=1NC=CC1 (1H-pyrrole-2-carboxylic acid methyl ester), C([O-])([O-])=O.[Cs+].[Cs+] (cesium carbonate), C(C1=CC=CC=C1)OC1=CC=C(C=C1)C(CBr)=O (1-(4-benzyloxy-phenyl)-2-bromo-ethanone). Run in CN(C)C=O (DMF), CN(C)C=O (DMF). Yields the product COC(=O)C=1N(C=CC1)CC(=O)C1=CC=C(C=C1)OCC1=CC=CC=C1 (1-[2-(4-benzyloxy-phenyl)-2-oxo-ethyl]-1H-pyrrole-2-carboxylic acid methyl ester). Run at temperature 50 celsius. The product is COc1cc2ccc(CC(=O)Cl)cc2c(C)c1OC. As a reaction SMILES: [CH3:1][O:2][c:3]1[cH:4][c:5]2[cH:6][cH:7][c:8]([CH2:16][C:17](=[O:18])[OH:19])[cH:9][c:10]2[c:11]([CH3:15])[c:12]1[O:13][CH3:14].[S:20]([Cl:21])([Cl:22])=[O:23].[cH:24]1[cH:25][cH:26][cH:27][cH:28][cH:29]1>>[CH3:1][O:2][c:3]1[cH:4][c:5]2[cH:6][cH:7][c:8]([CH2:16][C:17](=[O:19])[Cl:22])[cH:9][c:10]2[c:11]([CH3:15])[c:12]1[O:13][CH3:14]. The reactants are COc1cc2ccc(CC(=O)O)cc2c(C)c1OC, O=S(Cl)Cl, c1ccccc1. Starting materials: N12CCCCCC2=NCCC1 (1,8-diazabicyclo[5.4.0]undec-7-ene), CS(=O)(=O)O (methanesulfonic acid), ClC(=CCl)OC1=C(C=CC=C1)S(=O)(=O)N (2-(1,2-dichlorovinyloxy)phenylsulfonamide), CN=C=S (methyl isothiocyanate). Solvent: C(C)#N (acetonitrile), O (water). Conditions: time 24 hour. Product: ClC(=CCl)OC1=C(C=CC=C1)S(=O)(=O)NC(=S)NC (N-[2-(1,2-Dichlorovinyloxy)phenylsulfonyl]-N'-methylthiourea). As a reaction SMILES: [Cl:1][C:2]([O:5][C:6]1[CH:11]=[CH:10][CH:9]=[CH:8][C:7]=1[S:12]([NH2:15])(=[O:14])=[O:13])=[CH:3][Cl:4].[CH3:16][N:17]=[C:18]=[S:19].N12CCCN=C1CCCCC2.CS(O)(=O)=O>C(#N)C.O>[Cl:1][C:2]([O:5][C:6]1[CH:11]=[CH:10][CH:9]=[CH:8][C:7]=1[S:12]([NH:15][C:18]([NH:17][CH3:16])=[S:19])(=[O:13])=[O:14])=[CH:3][Cl:4]. Procedure: 13.4 g of 2-(1,2-dichlorovinyloxy)phenylsulfonamide and 3.65 g of methyl isothiocyanate are dissolved in 50 ml of acetonitrile, and 7.8 g of 1,8-diazabicyclo[5.4.0]undec-7-ene are added with cooling (0° to 5° C.) and stirring. The resulting red reaction solution is left to stand for 24 hours, 4.8 g of methanesulfonic acid are then added and the mixture is diluted with water to a volume of 1 liter. The crystals which separate out are filtered off, washed with methanol and dried. Yield: 15 g. Melt... The reactants are O[C@@H]([C@@H](OC1=CC=C(C=C1)B(O)O)C)CCC=1C=NC=CC1 ((1S,2R)-4-(2-Hydroxy-1-methyl-4-pyridin-3-ylbutoxy)benzeneboronic acid), BrC1=CC(=C(C#N)C=C1)Cl (4-bromo-2-chlorobenzonitrile), C([O-])([O-])=O.[Na+].[Na+] (sodium carbonate). Reagents/catalysts: C=1C=CC(=CC1)[P](C=2C=CC=CC2)(C=3C=CC=CC3)[Pd]([P](C=4C=CC=CC4)(C=5C=CC=CC5)C=6C=CC=CC6)([P](C=7C=CC=CC7)(C=8C=CC=CC8)C=9C=CC=CC9)[P](C=1C=CC=CC1)(C=1C=CC=CC1)C=1C=CC=CC1 (tetrakis(triphenylphosphine)palladium). Solvent: C(C)O (ethanol). Run at temperature 90 celsius. The product is ClC=1C=C(C=CC1C#N)C1=CC=C(C=C1)O[C@H]([C@@H](CCC=1C=NC=CC1)O)C ((1S,2R)-3-Chloro-4′-(2-hydroxy-1-methyl-4-pyridin-3-ylbutoxy)biphenyl-4-carbonitrile). The yield is 69.0%. As a reaction SMILES: [OH:1][C@H:2]([CH2:15][CH2:16][C:17]1[CH:18]=[N:19][CH:20]=[CH:21][CH:22]=1)[C@H:3]([CH3:14])[O:4][C:5]1[CH:10]=[CH:9][C:8](B(O)O)=[CH:7][CH:6]=1.Br[C:24]1[CH:31]=[CH:30][C:27]([C:28]#[N:29])=[C:26]([Cl:32])[CH:25]=1.C(=O)([O-])[O-].[Na+].[Na+]>C(O)C.C1C=CC([P]([Pd]([P](C2C=CC=CC=2)(C2C=CC=CC=2)C2C=CC=CC=2)([P](C2C=CC=CC=2)(C2C=CC=CC=2)C2C=CC=CC=2)[P](C2C=CC=CC=2)(C2C=CC=CC=2)C2C=CC=CC=2)(C2C=CC=CC=2)C2C=CC=CC=2)=CC=1>[Cl:32][C:26]1[CH:25]=[C:24]([C:8]2[CH:9]=[CH:10][C:5]([O:4][C@@H:3]([CH3:14])[C@H:2]([OH:1])[CH2:15][CH2:16][C:17]3[CH:18]=[N:19][CH:20]=[CH:21][CH:22]=3)=[CH:6][CH:7]=2)[CH:31]=[CH:30][C:27]=1[C:28]#[N:29] |f:2.3.4,^1:45,47,66,85|. Reported procedure: Prepared according to the method described in Example 12b) from (1S,2R)-4-(2-hydroxy-1-methyl-4-pyridin-3-ylbutoxy)benzeneboronic acid (0.20 g, Example 33), 4-bromo-2-chlorobenzonitrile (0.288 g), 2M aqueous sodium carbonate (0.76 ml) and tetrakis(triphenylphosphine)palladium (0) (0.075 g) in ethanol (5 ml) with heating at 90° C. for 4 hours. After work up, the residue was purified by normal-phase HPLC eluting with a gradient of 0-10% ethanol in dichloromethane to give the title compound as an o... The reactants are BrC=1C=C2C(=C(C=NC2=CC1)C(=O)C1CC1)Cl ((6-bromo-4-chloroquinolin-3-yl)(cyclopropyl)methanone), CN1CCC(CC1)CN ((1-methylpiperidin-4-yl)methanamine). Product: BrC=1C=C2C(=C(C=NC2=CC1)C(=O)C1CC1)NCC1CCN(CC1)C ({6-Bromo-4-[(1-methylpiperidin-4-yl)methylamino]quinolin-3-yl}(cyclopropyl)methanone). Yield: 85.2%. Reaction SMILES: [Br:1][C:2]1[CH:3]=[C:4]2[C:9](=[CH:10][CH:11]=1)[N:8]=[CH:7][C:6]([C:12]([CH:14]1[CH2:16][CH2:15]1)=[O:13])=[C:5]2Cl.[CH3:18][N:19]1[CH2:24][CH2:23][CH:22]([CH2:25][NH2:26])[CH2:21][CH2:20]1>>[Br:1][C:2]1[CH:3]=[C:4]2[C:9](=[CH:10][CH:11]=1)[N:8]=[CH:7][C:6]([C:12]([CH:14]1[CH2:16][CH2:15]1)=[O:13])=[C:5]2[NH:26][CH2:25][CH:22]1[CH2:23][CH2:24][N:19]([CH3:18])[CH2:20][CH2:21]1. Procedure details: Following general procedure B, (6-bromo-4-chloroquinolin-3-yl)(cyclopropyl)methanone (0.880 g, 2.83 mmol) was reacted with (1-methylpiperidin-4-yl)methanamine (435 mg, 3.39 mmol) to afford the desired product (970 mg, 85%) as a light brown solid: 1H NMR (300 MHz, CDCl3) δ 10.87 (s, 1H), 9.22 (s, 1H), 8.36 (d, J=1.9 Hz, 1H), 7.80 (d, J=8.9 Hz, 1H), 7.73 (dd, J=8.9, 2.0 Hz, 1H), 3.69 (dd, J=6.4, 5.2 Hz, 2H), 2.93 (d, J=11.4 Hz, 2H), 2.79-2.60 (m, 1H), 2.31 (s, J=9.0 Hz, 3H), 2.01 (t, J=11.7 Hz, 2H... Starting materials: COC(CCCC1CCN(CC1)CCCCN1C(C2C=CC=CC2C1=O)=O)=O (4-{1-[4-(1,3-Dioxo-1,3,3a,7a-tetrahydroisoindol-2-yl)butyl]piperidin-4-yl}butyric acid methyl ester), N (ammonia). Conditions: temperature 70 celsius. Yields the product O=C1N(C(C2C=CC=CC12)=O)CCCCN1CCC(CC1)CCCC(=O)N (4-{1-[4-(1,3-Dioxo-1,3,3a,7a-tetrahydroisoindol-2-yl)butyl]piperidin-4-yl}-butyramide). Yield: 40.0%. Reaction SMILES: C[O:2][C:3](=O)[CH2:4][CH2:5][CH2:6][CH:7]1[CH2:12][CH2:11][N:10]([CH2:13][CH2:14][CH2:15][CH2:16][N:17]2[C:25](=[O:26])[CH:24]3[CH:19]([CH:20]=[CH:21][CH:22]=[CH:23]3)[C:18]2=[O:27])[CH2:9][CH2:8]1.[NH3:29]>>[O:27]=[C:18]1[CH:19]2[CH:24]([CH:23]=[CH:22][CH:21]=[CH:20]2)[C:25](=[O:26])[N:17]1[CH2:16][CH2:15][CH2:14][CH2:13][N:10]1[CH2:11][CH2:12][CH:7]([CH2:6][CH2:5][CH2:4][C:3]([NH2:29])=[O:2])[CH2:8][CH2:9]1. Reported procedure: A solution containing 7.0 M methanolic ammonia (50 mL) and compound 3 (0.90 g, 2.33 mmol) was heated in a sealed tube at 70° C. for 72 hours. The solution was then cooled to ambient temperature, and concentrated under vacuum. The resulting residue was subjected to column chromatography eluting with 0-3% methanol in dichloromethane to afford the desired product 4 (0.5 g, 40%) as a colorless, viscous oil: 1H NMR (300 MHz, CDCl3) δ 1.25 (m, 3H), 1.55 (m, 2H), 1.62-1.80 (m, 4H), 1.90 (m, 2H), 2.18 (... The reactants are ClC1=C(C=CC=C1)O (o-Chlorophenol), C(CC)(=O)Cl (propionyl chloride), Cl (Hydrogen chloride). Conditions: temperature 100 celsius. The product is C(CC)(=O)OC1=C(C=CC=C1)Cl (o-chlorophenyl propionate). Yield: 85.4%. Reaction SMILES: [Cl:1][C:2]1[CH:7]=[CH:6][CH:5]=[CH:4][C:3]=1[OH:8].[C:9](Cl)(=[O:12])[CH2:10][CH3:11].Cl>>[C:9]([O:8][C:3]1[CH:4]=[CH:5][CH:6]=[CH:7][C:2]=1[Cl:1])(=[O:12])[CH2:10][CH3:11]. Procedure: o-Chlorophenol (64 g, 0.5 mole) and propionyl chloride (50 g, 0.55 mole) were mixed at room temperature and then heated at 100° C. (steam bath) for 2-3 hrs. Hydrogen chloride gas was evolved. After 2-3 hrs the reaction mixture was distilled in vacuo and gave 78.8 g (86%) of o-chlorophenyl propionate, bp 11 mm =111° C. Reactants: O=C([O-])[O-], COC(=O)c1c[nH]cn1, CS(C)=O, [Cs+], [Cs+], Ic1ccccc1, c1cnc2c(c1)ccc1cccnc12. Yields the product COC(=O)c1cn(-c2ccccc2)cn1. As a reaction SMILES: [C:31](=[O:32])([O-:33])[O-:34].[CH3:1][O:2][C:3](=[O:4])[c:5]1[n:6][cH:7][nH:8][cH:9]1.[CH3:37][S:38]([CH3:39])=[O:40].[Cs+:35].[Cs+:36].[I:10][c:11]1[cH:12][cH:13][cH:14][cH:15][cH:16]1.[cH:17]1[cH:18][c:19]2[cH:20][cH:21][c:22]3[c:23]([c:24]2[n:25][cH:26]1)[n:27][cH:28][cH:29][cH:30]3>>[CH3:1][O:2][C:3](=[O:4])[c:5]1[n:6][cH:7][n:8](-[c:11]2[cH:12][cH:13][cH:14][cH:15][cH:16]2)[cH:9]1. Reactants: COCCOC, CCOC(C)=O, CO, Clc1ncc(Cl)c(Cl)n1, CC1(C)OB(c2cccc(F)n2)OC1(C)C, [Na+], [Na+], O=C([O-])[O-]. The product is Fc1cccc(-c2nc(Cl)ncc2Cl)n1. As a reaction SMILES: [CH3:26][O:27][CH2:28][CH2:29][O:30][CH3:31].[CH3:38][CH2:39][O:40][C:41](=[O:42])[CH3:43].[CH3:44][OH:45].[Cl:1][c:2]1[n:3][cH:4][c:5]([Cl:9])[c:6]([Cl:8])[n:7]1.[F:10][c:11]1[n:12][c:13]([B:17]2[O:18][C:19]([CH3:20])([CH3:21])[C:22]([CH3:23])([CH3:24])[O:25]2)[cH:14][cH:15][cH:16]1.[Na+:32].[Na+:33].[O-:34][C:35](=[O:36])[O-:37]>>[Cl:1][c:2]1[n:3][cH:4][c:5]([Cl:9])[c:6](-[c:13]2[n:12][c:11]([F:10])[cH:16][cH:15][cH:14]2)[n:7]1.